From a dataset of the Open Reaction Database (ORD), a public repository of structured organic reaction records. describe an organic reaction: reactants, conditions, products, and yield The reactants are O1C(=CC=C1)C1=NC(=NC(=C1I)S(=O)C)N (4-furan-2-yl-5-iodo-6-methanesulfinyl-pyrimidin-2-y-lamine), NCCC1=CC=C(C=C1)O (tyramine). Run in O1CCOCC1 (dioxane). Product: NC1=NC(=C(C(=N1)NCCC1=CC=C(C=C1)O)I)C=1OC=CC1 (4-[2-(2-Amino-6-furan-2-yl-5-iodo-pyrimidin-4-ylamino)-ethyl]-phenol). As a reaction SMILES: [O:1]1[CH:5]=[CH:4][CH:3]=[C:2]1[C:6]1[C:11]([I:12])=[C:10](S(C)=O)[N:9]=[C:8]([NH2:16])[N:7]=1.[NH2:17][CH2:18][CH2:19][C:20]1[CH:25]=[CH:24][C:23]([OH:26])=[CH:22][CH:21]=1>O1CCOCC1>[NH2:16][C:8]1[N:9]=[C:10]([NH:17][CH2:18][CH2:19][C:20]2[CH:25]=[CH:24][C:23]([OH:26])=[CH:22][CH:21]=2)[C:11]([I:12])=[C:6]([C:2]2[O:1][CH:5]=[CH:4][CH:3]=2)[N:7]=1. Reported procedure: From 4-furan-2-yl-5-iodo-6-methanesulfinyl-pyrimidin-2-y-lamine and tyramine in dioxane. ES-MS m/e (%): 423 (M+H+, 100). Reactants: C(C)(C)(C)[SiH2]OC(C=1C=CC(=NC1)NC(C1=CC(=CC(=C1)OCCC1=CSC=C1)OC(C)C)=O)(C)C (N-[5-(tert-Butyl-dimethyl-silanyloxymethyl)-pyridin-2-yl]-3-isopropoxy-5-(2-thiophen-3-yl-ethoxy)-benzamide), [F-].C(CCC)[N+](CCCC)(CCCC)CCCC (Tetrabutylammonium fluoride). The solvent is C1CCOC1 (THF). Reaction conditions: temperature 0 celsius. Yields the product ethyl acetate-hexanes, OCC=1C=CC(=NC1)NC(C1=CC(=CC(=C1)OCCC1=CSC=C1)OC(C)C)=O (N-(5-hydroxymethyl-pyridin-2-yl)-3-isopropoxy-5-(2-thiophen-3-yl-ethoxy)-benzamide). Isolated yield 74.7%. Reaction SMILES: C([SiH2][O:6][C:7](C)(C)[C:8]1[CH:9]=[CH:10][C:11]([NH:14][C:15](=[O:34])[C:16]2[CH:21]=[C:20]([O:22][CH2:23][CH2:24][C:25]3[CH:29]=[CH:28][S:27][CH:26]=3)[CH:19]=[C:18]([O:30][CH:31]([CH3:33])[CH3:32])[CH:17]=2)=[N:12][CH:13]=1)(C)(C)C.[F-].C([N+](CCCC)(CCCC)CCCC)CCC>C1COCC1>[OH:6][CH2:7][C:8]1[CH:9]=[CH:10][C:11]([NH:14][C:15](=[O:34])[C:16]2[CH:21]=[C:20]([O:22][CH2:23][CH2:24][C:25]3[CH:29]=[CH:28][S:27][CH:26]=3)[CH:19]=[C:18]([O:30][CH:31]([CH3:32])[CH3:33])[CH:17]=2)=[N:12][CH:13]=1 |f:1.2|. Procedure details: N-[5-(tert-Butyl-dimethyl-silanyloxymethyl)-pyridin-2-yl]-3-isopropoxy-5-(2-thiophen-3-yl-ethoxy)-benzamide (1.25 g, 2.37 mmol) was dissolved in THF (12 mL) and cooled to 0° C. Tetrabutylammonium fluoride (1.0 M solution in THF, 3.08 mL, 3.08 mmol) was added dropwise and the mixture was allowed to warm to rt over 24 hours. The reaction mixture was concentrated under reduced pressure and partitioned in EtOAc (30 mL) and water (30 mL). The organic layer was rinsed with water (20 mL), and then a sa... Reactants: ClC=1C=NC=2NC=3C=NC=C(CCC4=C(C=CC(NC1N2)=C4)OC)C3 (6-chloro-12-methoxy-2,4,8,18,22-pentaazatetracyclo[14.3.1.1(3,7).1(9,13)]docosa-1(20),3(22),4,6,9(21),10,12,16,18-nonaene), B(Br)(Br)Br (boron tribromide), C([O-])(O)=O.[Na+] (sodium bicarbonate). Solvent: C(Cl)Cl (methylene chloride), C(Cl)Cl (methylene chloride), O (water). Run at time 8 hour. The product is ClC=1C=NC=2NC=3C=NC=C(CCC4=C(C=CC(NC1N2)=C4)O)C3 (6-Chloro-2,4,8,18,22-pentaazatetracyclo[14.3.1.1(3,7).1(9,13)]docosa-1(20),3(22),4,6,9(21),10,12,16,18-nonaen-12-ol). The yield is 96.3%. Reaction SMILES: [Cl:1][C:2]1[CH:3]=[N:4][C:5]2[NH:6][C:7]3[CH:8]=[N:9][CH:10]=[C:11]([CH:25]=3)[CH2:12][CH2:13][C:14]3[CH:22]=[C:18]([NH:19][C:20]=1[N:21]=2)[CH:17]=[CH:16][C:15]=3[O:23]C.B(Br)(Br)Br.C(=O)(O)[O-].[Na+]>C(Cl)Cl.O>[Cl:1][C:2]1[CH:3]=[N:4][C:5]2[NH:6][C:7]3[CH:8]=[N:9][CH:10]=[C:11]([CH:25]=3)[CH2:12][CH2:13][C:14]3[CH:22]=[C:18]([NH:19][C:20]=1[N:21]=2)[CH:17]=[CH:16][C:15]=3[OH:23] |f:2.3|. Procedure details: Into the reaction flask was added 6-chloro-12-methoxy-2,4,8,18,22-pentaazatetracyclo[14.3.1.1(3,7).1(9,13)]docosa-1(20),3(22),4,6,9(21),10,12,16,18-nonaene (1.35 g, 3.82 mmol), methylene chloride (20 mL), and 1.0 M of boron tribromide in methylene chloride (19.1 mL). The reaction mixture was stirred at rt overnight. To the mixture was added 1.0 M of sodium bicarbonate in water (30 mL). The precipitate formed was collected by vacuum filtration. The cake was washed with water and methylene chlorid... Starting materials: O=C(CBr)c1ccccc1C(F)(F)F, CC(=O)O, CCO, ClCCl, N#C[K], O. Product: N#CCC(=O)c1ccccc1C(F)(F)F. RXN SMILES: [Br:4][CH2:5][C:6](=[O:7])[c:8]1[c:9]([C:14]([F:15])([F:16])[F:17])[cH:10][cH:11][cH:12][cH:13]1.[CH3:21][C:22](=[O:23])[OH:24].[CH3:26][CH2:27][OH:28].[Cl:18][CH2:19][Cl:20].[K:1][C:2]#[N:3].[OH2:25]>>[C:2](#[N:3])[CH2:5][C:6](=[O:7])[c:8]1[c:9]([C:14]([F:15])([F:16])[F:17])[cH:10][cH:11][cH:12][cH:13]1. Reported procedure: To a solution of 2.3 g of 1-cyclohexylmethyl-5-(2,5-dimethoxy-phenyl)-2-methyl-1H-pyrrole-3-carboxylic acid methyl ester in dioxane (50 ml) and water (50 ml) was added 18.8 ml of a 1N solution of sodium hydroxide. The reaction mixture was heated at reflux for 16 hours. After such time the reaction mixture was allowed to cool down to room temperature before being neutralized with 18.8 ml of a 1N solution of hydrochloride acid. Dioxane was distilled off and the precipitate was then filtered and wa... The yield is 94.9%. RXN SMILES: C[O:2][C:3]([C:5]1[CH:9]=[C:8]([C:10]2[CH:15]=[C:14]([O:16][CH3:17])[CH:13]=[CH:12][C:11]=2[O:18][CH3:19])[N:7]([CH2:20][CH:21]2[CH2:26][CH2:25][CH2:24][CH2:23][CH2:22]2)[C:6]=1[CH3:27])=[O:4].[OH-].[Na+].Cl>O1CCOCC1.O>[CH:21]1([CH2:20][N:7]2[C:8]([C:10]3[CH:15]=[C:14]([O:16][CH3:17])[CH:13]=[CH:12][C:11]=3[O:18][CH3:19])=[CH:9][C:5]([C:3]([OH:4])=[O:2])=[C:6]2[CH3:27])[CH2:22][CH2:23][CH2:24][CH2:25][CH2:26]1 |f:1.2|. Starting materials: COC(=O)C1=C(N(C(=C1)C1=C(C=CC(=C1)OC)OC)CC1CCCCC1)C (1-cyclohexylmethyl-5-(2,5-dimethoxy-phenyl)-2-methyl-1H-pyrrole-3-carboxylic acid methyl ester), solution, [OH-].[Na+] (sodium hydroxide), solution, Cl (hydrochloride). Solvent: O1CCOCC1 (dioxane), O (water). Product: C1(CCCCC1)CN1C(=C(C=C1C1=C(C=CC(=C1)OC)OC)C(=O)O)C (1-cyclohexylmethyl-5-(2,5-dimethoxy-phenyl)-2-methyl-1H-pyrrole-3-carboxylic acid). Reaction SMILES: [CH:1]([C:4]1[C:13]2[C:8](=[CH:9][C:10]([O:16][CH3:17])=[C:11]([O:14][CH3:15])[CH:12]=2)[CH:7]=[C:6]([OH:18])[N:5]=1)([CH3:3])[CH3:2].Cl.Cl[CH2:21][C:22]1[C:23]([NH:35][CH2:36][CH3:37])=[N:24][C:25]2[C:30]([CH:31]=1)=[CH:29][C:28]([O:32][CH2:33][CH3:34])=[CH:27][CH:26]=2.[Li+].[OH-]>C1COCC1.C(Cl)Cl>[CH2:33]([O:32][C:28]1[CH:29]=[C:30]2[C:25](=[CH:26][CH:27]=1)[N:24]=[C:23]([NH:35][CH2:36][CH3:37])[C:22]([CH2:21][C:7]1[C:8]3[C:13](=[CH:12][C:11]([O:14][CH3:15])=[C:10]([O:16][CH3:17])[CH:9]=3)[C:4]([CH:1]([CH3:3])[CH3:2])=[N:5][C:6]=1[OH:18])=[CH:31]2)[CH3:34] |f:1.2,3.4|. Reaction conditions: temperature 160 celsius, time 1.5 hour. Reactants: [Li+].[OH-] (LiOH), C(C)(C)C1=NC(=CC2=CC(=C(C=C12)OC)OC)O (1-isopropyl-6,7-dimethoxyisoquinolin-3-ol), C(C)(C)C1=NC(=CC2=CC(=C(C=C12)OC)OC)O (1-Isopropyl-6,7-dimethoxyisoquinolin-3-ol), Cl.ClCC=1C(=NC2=CC=C(C=C2C1)OCC)NCC (3-(chloromethyl)-6-ethoxy-N-ethylquinolin-2-amine hydrochloride), Cl.ClCC=1C(=NC2=CC=C(C=C2C1)OCC)NCC (3-(Chloromethyl)-6-ethoxy-N-ethylquinolin-2-amine hydrochloride). The solvent is C(Cl)Cl (CH2Cl2), C1CCOC1 (THF). Procedure details: To a stirred solution of 1-isopropyl-6,7-dimethoxyisoquinolin-3-ol SIL 32164 (149 mg, 0.60 mmol) in THF (10 mL) in a 20 mL microwave vial equipped with a magnetic stirrer was added 3-(chloromethyl)-6-ethoxy-N-ethylquinolin-2-amine hydrochloride SLA 41042 (181 mg, 0.68 mmol) at RT followed by a 2 N aq. LiOH solution (0.60 mL, 1.20 mmol) and the mixture was stirred at 160° C. for 1.5 h under microwave irradiation. After cooling to RT, the mixture was diluted with CH2Cl2:MeOH=9:1 (150 mL), washed w... Product: C(C)OC=1C=C2C=C(C(=NC2=CC1)NCC)CC1=C(N=C(C2=CC(=C(C=C12)OC)OC)C(C)C)O (4-((6-ethoxy-2-(ethylamino)quinolin-3-yl)methyl)-1-isopropyl-6,7-dimethoxyisoquinolin-3-ol). Starting materials: C(=O)=O.CC(=O)C (dry ice acetone), C=O (paraformaldehyde), C(=O)=O.CC(=O)C (dry ice acetone), ClC1=CC=C(C=C1)CC#C (1-chloro-4-(2-propynyl)benzene), C(CCC)[Li] (n-butyllithium), [Cl-].[Na+] (sodium chloride). Solvent: CCOCC (ether). Conditions: time 30 minute. The product is ClC1=CC=C(C=C1)C(C#CC)O (1-(4-Chlorophenyl)-2-butyn-1-ol). As a reaction SMILES: [Cl:1][C:2]1[CH:7]=[CH:6][C:5](CC#C)=[CH:4][CH:3]=1.[C:11](=[O:13])=O.[CH3:14][C:15]([CH3:17])=O.C([Li])CCC.C=O.[Cl-].[Na+]>CCOCC>[Cl:1][C:2]1[CH:7]=[CH:6][C:5]([CH:11]([OH:13])[C:14]#[C:15][CH3:17])=[CH:4][CH:3]=1 |f:1.2,5.6|. Reported procedure: Dissolve 150.6 g (1.00 mole) of 1-chloro-4-(2-propynyl)benzene in 600 ml of anhydrous ether under N2 atmosphere with stirring at dry ice/acetone temperature. Add dropwise a solution of 400 ml of n-butyllithium (2.5M in hexane) (1.00 mole). Stir for an additional 30 minutes after completion of addition. Add 31 g (1.00 mole) of paraformaldehyde. Stir the mixture at dry ice/acetone temperature for 1 hour, and allow to warm to room temperature. Follow the progress of the reaction by thin-layer chrom... Reactants: ClC1=CC(=CC=C1)C(=O)OO (3-chloroperbenzoic acid), CN(C(C)=O)C=1C(C2=CC=CC=C2C(C1NCCS(=O)C)=O)=O (N-methyl-N-{3-[2-(methylsulfinyl)ethyl]amino-1,4-dihydro-1,4-dioxo-2-naphthalenyl}acetamide), C([O-])(O)=O.[Na+] (sodium bicarbonate). The solvent is ClCCl (dichloromethane). Conditions: time 3 hour. Product: CN(C(C)=O)C=1C(C2=CC=CC=C2C(C1NCCS(=O)(=O)C)=O)=O (N-methyl-N-{3-[2-(methylsulfonyl)ethyl]amino-1,4-dihydro-1,4-dioxo-2-naphthalenyl}acetamide). The yield is 71.6%. Reaction SMILES: ClC1C=CC=C(C(OO)=[O:9])C=1.[CH3:12][N:13]([C:17]1[C:18](=[O:34])[C:19]2[C:24]([C:25](=[O:33])[C:26]=1[NH:27][CH2:28][CH2:29][S:30]([CH3:32])=[O:31])=[CH:23][CH:22]=[CH:21][CH:20]=2)[C:14](=[O:16])[CH3:15].C(=O)(O)[O-].[Na+]>ClCCl>[CH3:12][N:13]([C:17]1[C:18](=[O:34])[C:19]2[C:24]([C:25](=[O:33])[C:26]=1[NH:27][CH2:28][CH2:29][S:30]([CH3:32])(=[O:9])=[O:31])=[CH:23][CH:22]=[CH:21][CH:20]=2)[C:14](=[O:16])[CH3:15] |f:2.3|. Reported procedure: 80% 3-chloroperbenzoic acid (0.78 g) was added to a solution of N-methyl-N-{3-[2-(methylsulfinyl)ethyl]amino-1,4-dihydro-1,4-dioxo-2-naphthalenyl}acetamide (0.52 g) in dichloromethane (10 ml) and the mixture was stirred at room temperature for 3 hours. Saturated sodium bicarbonate aqueous solution was added to the reaction solution and the mixture was extracted with dichloromethane. The organic layer was washed with water and brine and then dried over anhydrous sodium sulfate. The solvent was ev...